The task is: describe an organic reaction: reactants, conditions, products, and yield. This data is from the Open Reaction Database (ORD), a public repository of structured organic reaction records. The reactants are BrC=1C=NC=C(C1)[N+](=O)[O-] (3-bromo-5-nitropyridine), C(#C)[Si](C)(C)C (ethynyltrimethylsilane). Reagents/catalysts: C=1C=CC(=CC1)[P](C=2C=CC=CC2)(C=3C=CC=CC3)[Pd]([P](C=4C=CC=CC4)(C=5C=CC=CC5)C=6C=CC=CC6)([P](C=7C=CC=CC7)(C=8C=CC=CC8)C=9C=CC=CC9)[P](C=1C=CC=CC1)(C=1C=CC=CC1)C=1C=CC=CC1 (Pd(Ph3P)4), [Cu](I)I (copper iodide). Run in C(C)N(CC)CC (triethylamine). Run at temperature 80 celsius, time 2 hour. The product is [N+](=O)([O-])C=1C=NC=C(C1)C#C[Si](C)(C)C (3-Nitro-5-((trimethylsilyl)ethynyl)pyridine). Isolated yield 159.3%. RXN SMILES: Br[C:2]1[CH:3]=[N:4][CH:5]=[C:6]([N+:8]([O-:10])=[O:9])[CH:7]=1.[C:11]([Si:13]([CH3:16])([CH3:15])[CH3:14])#[CH:12]>C(N(CC)CC)C.C1C=CC([P]([Pd]([P](C2C=CC=CC=2)(C2C=CC=CC=2)C2C=CC=CC=2)([P](C2C=CC=CC=2)(C2C=CC=CC=2)C2C=CC=CC=2)[P](C2C=CC=CC=2)(C2C=CC=CC=2)C2C=CC=CC=2)(C2C=CC=CC=2)C2C=CC=CC=2)=CC=1.[Cu](I)I>[N+:8]([C:6]1[CH:5]=[N:4][CH:3]=[C:2]([C:12]#[C:11][Si:13]([CH3:16])([CH3:15])[CH3:14])[CH:7]=1)([O-:10])=[O:9] |^1:27,29,48,67|. Procedure details: To a suspension of 3-bromo-5-nitropyridine (1.0 g, 4.90 mmol), Pd(Ph3P)4 (0.57 g, 0.49 mmol), and copper iodide (0.19 g, 0.98 mmol) in triethylamine (30 mL) was added ethynyltrimethylsilane (1.0 mL, 7.35 mmol) and the reaction was purged with N2. The mixture was stirred at 80° C. for 2 h. The reaction mixture was filtered through celite and washed with ethyl acetate. The filtrate was washed with saturated solutions of NaHCO3 and NaCl. The organic layer was concentrated to afford the crude produc... Reactants: CCO, COc1cncc(C=CCC(C)O)c1, CN, Cc1ccc(S(=O)(=O)O)cc1. Product: CNC(C)CC=Cc1cncc(OC)c1. Reaction SMILES: [CH2:28]([OH:29])[CH3:30].[CH3:12][O:13][c:14]1[cH:15][c:16]([CH:20]=[CH:21][CH2:22][CH:23]([CH3:24])[OH:25])[cH:17][n:18][cH:19]1.[CH3:26][NH2:27].[c:1]1([CH3:2])[cH:3][cH:4][c:5]([S:6]([OH:7])(=[O:8])=[O:9])[cH:10][cH:11]1>>[CH3:12][O:13][c:14]1[cH:15][c:16]([CH:20]=[CH:21][CH2:22][CH:23]([CH3:24])[NH:27][CH3:26])[cH:17][n:18][cH:19]1. The reactants are ClC1=C(CN[C@@H]2CNCC2)C=CC(=C1)Cl ((S)-(2,4-dichlorobenzyl)-pyrrolidin-3-ylamine), ClC1=NC=C(C=N1)Br (2-chloro-5-bromopyrimidine), C(C)(C)N(CC)C(C)C (diisopropylethylamine). Solvent: C(C)#N (acetonitrile). The product is BrC=1C=NC(=NC1)N1C[C@H](CC1)NCC1=C(C=C(C=C1)Cl)Cl ((S)-[1-(5-Bromopyrimidin-2-yl)-pyrrolidin-3-yl]-(2,4-dichlorobenzyl)-amine). Isolated yield 87.4%. Reaction SMILES: [Cl:1][C:2]1[CH:14]=[C:13]([Cl:15])[CH:12]=[CH:11][C:3]=1[CH2:4][NH:5][C@H:6]1[CH2:10][CH2:9][NH:8][CH2:7]1.Cl[C:17]1[N:22]=[CH:21][C:20]([Br:23])=[CH:19][N:18]=1.C(N(C(C)C)CC)(C)C>C(#N)C>[Br:23][C:20]1[CH:19]=[N:18][C:17]([N:8]2[CH2:9][CH2:10][C@H:6]([NH:5][CH2:4][C:3]3[CH:11]=[CH:12][C:13]([Cl:15])=[CH:14][C:2]=3[Cl:1])[CH2:7]2)=[N:22][CH:21]=1. Procedure: Stir a mixture of (S)-(2,4-dichlorobenzyl)-pyrrolidin-3-ylamine (313 mg, 1.28 mmol), 2-chloro-5-bromopyrimidine (248 mg, 1.28 mmol) and diisopropylethylamine (335 μL, 1.91 mmol) in acetonitrile (2 mL) at 80° C. overnight. Concentrate and chromatograph on SCX-2 column to give the title compound (450 mg, 87%). Form the hydrochloride by essentially the procedure in Example 1 to give 1H NMR (400 MHz, MeOH-d4) δ 8.41 (2H, s), 7.62-7.67 (2H, m), 7.49 (1H, dd, J=8.31, 1.96 Hz), 4.46 (2H, d, J=5.62 Hz),... RXN SMILES: [Br-:32].[CH2:34]([Cl:35])[Cl:36].[CH3:27][O-:28].[CH3:30][OH:31].[CH3:37][CH2:38][OH:39].[Cl:1][c:2]1[c:3]([C:8]2=[N:9][CH2:10][c:11]3[n:12]([c:20]([Cl:26])[n:21][c:22]3[C:23](=[O:24])[NH2:25])-[c:13]3[c:14]2[cH:15][c:16]([Cl:19])[cH:17][cH:18]3)[cH:4][cH:5][cH:6][cH:7]1.[K+:33].[Na+:29]>>[Cl:1][c:2]1[c:3]([C:8]2=[N:9][CH2:10][c:11]3[n:12]([c:20]([O:28][CH3:27])[n:21][c:22]3[C:23](=[O:24])[NH2:25])-[c:13]3[c:14]2[cH:15][c:16]([Cl:19])[cH:17][cH:18]3)[cH:4][cH:5][cH:6][cH:7]1. Reactants: [Br-], ClCCl, C[O-], CO, CCO, NC(=O)c1nc(Cl)n2c1CN=C(c1ccccc1Cl)c1cc(Cl)ccc1-2, [K+], [Na+]. Yields the product COc1nc(C(N)=O)c2n1-c1ccc(Cl)cc1C(c1ccccc1Cl)=NC2. As a reaction SMILES: [CH:1](NC(C)C)(C)[CH3:2].[CH2:8]([Li])CCC.[C:13]([O:18][CH2:19][CH3:20])(=[O:17])[CH:14]([CH3:16])[CH3:15].CN(P(N(C)C)(N(C)C)=O)C.C(I)CC.Cl>C1COCC1.O>[CH3:15][C:14]([CH3:8])([CH2:16][CH2:1][CH3:2])[C:13]([O:18][CH2:19][CH3:20])=[O:17]. Run at time 10 minute. The reactants are C(C(C)C)(=O)OCC (ethyl isobutyrate), C(C)(C)NC(C)C (diisopropylamine), CN(C)P(=O)(N(C)C)N(C)C (HMPA), C(CC)I (Propyl iodide), C(CCC)[Li] (n-butyl lithium), Cl (hydrogen chloride). The product is CC(C(=O)OCC)(CCC)C (ethyl 2,2-dimethylpentanoate). Run in C1CCOC1 (THF), C1CCOC1 (THF), O (water). Procedure: Under argon atmosphere, anhydrous THF (50 ml) and anhydrous diisopropylamine (8.8 mmol) were cooled with ice bath. After 10 minutes, n-butyl lithium (1.42N, 44.4 ml, 63 mmol) was added and the mixture was stirred for 30 minutes. Further, ethyl isobutyrate (7 ml, 52 mmol) dissolved in 15 ml anhydrous THF was added and the resulting mixture was stirred for 30 minutes. Then, HMPA (hexamethylphosphoric triamide: 3.3 ml, 20 mmol) was added to the reaction mixture and the mixture was stirred for 10 mi... Yield: 273.9%.